This data is from the Open Reaction Database (ORD), a public repository of structured organic reaction records. The task is: describe an organic reaction: reactants, conditions, products, and yield Starting materials: CI, CN(C)C=O, [H-], [Na+], O, CCOC(=O)c1cn(Cc2ccc(-c3ccccc3)cc2)c2c(c1=O)C(O)CCC2. Yields the product CCOC(=O)c1cn(Cc2ccc(-c3ccccc3)cc2)c2c(c1=O)C(OC)CCC2. As a reaction SMILES: [CH3:33][I:34].[CH3:36][N:37]([CH3:38])[CH:39]=[O:40].[H-:31].[Na+:32].[OH2:35].[c:1]1(-[c:25]2[cH:26][cH:27][cH:28][cH:29][cH:30]2)[cH:2][cH:3][c:4]([CH2:7][n:8]2[cH:9][c:10]([C:20](=[O:21])[O:22][CH2:23][CH3:24])[c:11](=[O:19])[c:12]3[c:17]2[CH2:16][CH2:15][CH2:14][CH:13]3[OH:18])[cH:5][cH:6]1>>[c:1]1(-[c:25]2[cH:26][cH:27][cH:28][cH:29][cH:30]2)[cH:2][cH:3][c:4]([CH2:7][n:8]2[cH:9][c:10]([C:20](=[O:21])[O:22][CH2:23][CH3:24])[c:11](=[O:19])[c:12]3[c:17]2[CH2:16][CH2:15][CH2:14][CH:13]3[O:18][CH3:33])[cH:5][cH:6]1. Reactants: NC1=NC(N(C=C1F)C1CC(CC1)O)=O (4-amino-5-fluoro-1-(3-hydroxy-cyclopentyl)-1H-pyrimidin-2-one), COC(N(C)C)OC (dimethylformamide dimethyl acetal). Solvent: CN(C=O)C (dimethylformamide). Run at time 12 hour. The product is FC=1C(=NC(N(C1)C1CC(CC1)O)=O)N=CN(C)C (N′-[5-Fluoro-1-(3-hydroxy-cyclopentyl)-2-oxo-1,2-dihydro-pyrimidin-4-yl]-N,N-dimethyl-formamidine). The yield is 83.0%. Reaction SMILES: [NH2:1][C:2]1[C:7]([F:8])=[CH:6][N:5]([CH:9]2[CH2:13][CH2:12][CH:11]([OH:14])[CH2:10]2)[C:4](=[O:15])[N:3]=1.CO[CH:18](OC)[N:19]([CH3:21])[CH3:20]>CN(C)C=O>[F:8][C:7]1[C:2]([N:1]=[CH:18][N:19]([CH3:21])[CH3:20])=[N:3][C:4](=[O:15])[N:5]([CH:9]2[CH2:13][CH2:12][CH:11]([OH:14])[CH2:10]2)[CH:6]=1. Procedure: A solution of 4-amino-5-fluoro-1-(3-hydroxy-cyclopentyl)-1H-pyrimidin-2-one (0.346 g, 1.62 mmol) in anhydrous dimethylformamide (3 mL) was treated with dimethylformamide dimethyl acetal (3 mL). The mixture was stirred at room temperature under nitrogen for 12 hours, concentrated in vacuo, loaded on silica gel, and chromatographed on silica gel (3×7 cm SiO2, 4:1 ethyl acetate/methanol) to afford N′-[5-Fluoro-1-(3-hydroxy-cyclopentyl)-2-oxo-1,2-dihydro-pyrimidin-4-yl]-N,N-dimethyl-formamidine 30 a... Reactants: Cl (HCl), FC(OC=1C=C(C=CC1)N1N=CC(=C1)C(=O)NC1=C(C=C(C=C1)[C@H]1CN(CCO1)C(=O)OC(C)(C)C)F)F ((S)-tert-butyl 2-(4-(1-(3-(difluoromethoxy)phenyl)-1H-pyrazole-4-carboxamido)-3-fluorophenyl)morpholine-4-carboxylate), CCOCC (ether). The solvent is O1CCOCC1 (dioxane), O1CCOCC1 (dioxane). Run at temperature 60 celsius, time 90 minute. Yields the product Cl.FC(OC=1C=C(C=CC1)N1N=CC(=C1)C(=O)NC1=C(C=C(C=C1)[C@H]1CNCCO1)F)F ((S)-1-(3-(difluoromethoxy)phenyl)-N-(2-fluoro-4-(morpholin-2-yl)phenyl)-1H-pyrazole-4-carboxamide hydrochloride). The yield is 91.0%. Reaction SMILES: [F:1][CH:2]([F:38])[O:3][C:4]1[CH:5]=[C:6]([N:10]2[CH:14]=[C:13]([C:15]([NH:17][C:18]3[CH:23]=[CH:22][C:21]([C@@H:24]4[O:29][CH2:28][CH2:27][N:26](C(OC(C)(C)C)=O)[CH2:25]4)=[CH:20][C:19]=3[F:37])=[O:16])[CH:12]=[N:11]2)[CH:7]=[CH:8][CH:9]=1.[ClH:39].CCOCC>O1CCOCC1>[ClH:39].[F:38][CH:2]([F:1])[O:3][C:4]1[CH:5]=[C:6]([N:10]2[CH:14]=[C:13]([C:15]([NH:17][C:18]3[CH:23]=[CH:22][C:21]([C@@H:24]4[O:29][CH2:28][CH2:27][NH:26][CH2:25]4)=[CH:20][C:19]=3[F:37])=[O:16])[CH:12]=[N:11]2)[CH:7]=[CH:8][CH:9]=1 |f:4.5|. Procedure: (S)-tert-butyl 2-(4-(1-(3-(difluoromethoxy)phenyl)-1H-pyrazole-4-carboxamido)-3-fluorophenyl)morpholine-4-carboxylate (102 mg, 0.2 mmol) was dissolved in dioxane (0.75 ml) and a solution of HCl in dioxane (4M, 0.75 ml, 3 mmol) was added. The reaction mixture was stirred for 90 min at 60° C. After cooling ether was added, the solid was filtered off, washed with ether and dried in vacuo at 60° C. to afford (S)-1-(3-(difluoromethoxy)phenyl)-N-(2-fluoro-4-(morpholin-2-yl)phenyl)-1H-pyrazole-4-carbox...